Dataset: the Open Reaction Database (ORD), a public repository of structured organic reaction records. Task: describe an organic reaction: reactants, conditions, products, and yield Starting materials: ClC1=C(C(=CC=C1F)[N+](=O)[O-])NCCO (2-[(2-Chloro-3-fluoro-6-nitrophenyl)amino]ethanol), [O-]S(=O)S(=O)[O-].[Na+].[Na+] (Na2S2O4). Solvent: CO (MeOH), O (water). Conditions: temperature 60 celsius, time 5 minute. The product is NC1=CC=C(C(=C1NCCO)Cl)F (2-[(6-Amino-2-chloro-3-fluorophenyl)amino]ethanol). RXN SMILES: [Cl:1][C:2]1[C:7]([F:8])=[CH:6][CH:5]=[C:4]([N+:9]([O-])=O)[C:3]=1[NH:12][CH2:13][CH2:14][OH:15].[O-]S(S([O-])=O)=O.[Na+].[Na+]>CO.O>[NH2:9][C:4]1[C:3]([NH:12][CH2:13][CH2:14][OH:15])=[C:2]([Cl:1])[C:7]([F:8])=[CH:6][CH:5]=1 |f:1.2.3|. Procedure details: 2-[(2-Chloro-3-fluoro-6-nitrophenyl)amino]ethanol (5.52 g, 22.7 mmol) is dissolved in MeOH (40.0 mL). A premixed solution of Na2S2O4 (13.8 g, 79.5 mmol) in water (40.0 mL) is added to the first solution. The resulting solution is stirred for 5 minutes at 60° C. followed by 2 hours at room temperature. The solvents are evaporated, and the resulting residue is suspended in a saturated solution of NaHCO3 (40.0 mL). The aqueous phase is extracted 4 times with EtOAc (4×40.0 mL). The combined organic ... The reactants are CCc1nc(I)cn1CCN, O=CCOc1ccc(C(F)(F)F)cc1. Yields the product CCc1nc(I)c2n1CCNC2COc1ccc(C(F)(F)F)cc1. As a reaction SMILES: [CH2:1]([CH3:2])[c:3]1[n:4]([CH2:9][CH2:10][NH2:11])[cH:5][c:6]([I:8])[n:7]1.[F:12][C:13]([c:14]1[cH:15][cH:16][c:17]([O:18][CH2:19][CH:20]=[O:21])[cH:22][cH:23]1)([F:24])[F:25]>>[CH2:1]([CH3:2])[c:3]1[n:4]2[c:5]([c:6]([I:8])[n:7]1)[CH:20]([CH2:19][O:18][c:17]1[cH:16][cH:15][c:14]([C:13]([F:12])([F:24])[F:25])[cH:23][cH:22]1)[NH:11][CH2:10][CH2:9]2. Starting materials: ClC1=CC(=NC=C1)C(=O)O (4-chloro-pyridine-2-carboxylic acid), S(=O)(Cl)Cl (thionyl chloride). Reagents/catalysts: CN(C)C=O (DMF). The solvent is ClC(C)Cl (dichloroethane). Run at temperature 85 celsius, time 1 hour. Product: ClC1=CC(=NC=C1)C(=O)Cl (4-Chloro-pyridine-2-carbonyl chloride). As a reaction SMILES: [Cl:1][C:2]1[CH:7]=[CH:6][N:5]=[C:4]([C:8]([OH:10])=O)[CH:3]=1.S(Cl)([Cl:13])=O>ClC(Cl)C.CN(C=O)C>[Cl:1][C:2]1[CH:7]=[CH:6][N:5]=[C:4]([C:8]([Cl:13])=[O:10])[CH:3]=1. Procedure: To a suspension of 4-chloro-pyridine-2-carboxylic acid (2.0 g, 12.8 mmol) in dichloroethane (43 mL) was added thionyl chloride (2.8 mL, 38.5 mmol) and DMF (2-3 drops). The suspension was warmed to 85° C. After 1 h, the resulting clear, yellow solution was cooled to rt and concentrated. The residue was dissolved in DCE and concentrated. This process was repeated two additional times to give a yellow liquid which crystallized upon standing to give a yellow solid.